This data is from the Open Reaction Database (ORD), a public repository of structured organic reaction records. The task is: describe an organic reaction: reactants, conditions, products, and yield The reactants are O=C([O-])[O-], CS(C)=O, CCOC(C)=O, Clc1ccc(CBr)cc1, [K+], [K+], Cc1nc(-c2ccn[nH]2)sc1C(=O)NCc1cccnc1. Yields the product Cc1nc(-c2ccn(Cc3ccc(Cl)cc3)n2)sc1C(=O)NCc1cccnc1. Reaction SMILES: [C:31](=[O:32])([O-:33])[O-:34].[CH3:37][S:38](=[O:39])[CH3:40].[CH3:41][CH2:42][O:43][C:44](=[O:45])[CH3:46].[Cl:22][c:23]1[cH:24][cH:25][c:26]([CH2:27][Br:28])[cH:29][cH:30]1.[K+:35].[K+:36].[n:1]1[cH:2][c:3]([CH2:7][NH:8][C:9](=[O:10])[c:11]2[c:12]([CH3:21])[n:13][c:14](-[c:16]3[nH:17][n:18][cH:19][cH:20]3)[s:15]2)[cH:4][cH:5][cH:6]1>>[n:1]1[cH:2][c:3]([CH2:7][NH:8][C:9](=[O:10])[c:11]2[c:12]([CH3:21])[n:13][c:14](-[c:16]3[n:17][n:18]([CH2:27][c:26]4[cH:25][cH:24][c:23]([Cl:22])[cH:30][cH:29]4)[cH:19][cH:20]3)[s:15]2)[cH:4][cH:5][cH:6]1. Procedure: 16.7 g (0.1 mol) of dichloromaleic anhydride and 14.0 g (0.1 mol) of 2-(4-fluorophenyl)-ethylamine are stirred in 100 ml of glacial acetic acid at 120° C. for 4 hours. The mixture is cooled to 20° C. and 10 ml of water are added. A colorless precipitate separates out, and is filtered off with suction and dried. 16 g of dichloromaleic acid N-[2-(4-fluorophenyl)-ethyl]-imide of melting point 137°-138° C. are obtained. A further 5.1 g of imide can be isolated by stirring the mother liquor with wate... Reaction SMILES: [Cl:1][C:2]1=[C:3]([Cl:9])[C:4]([O:6][C:7]1=[O:8])=[O:5].[F:10][C:11]1[CH:16]=[CH:15][C:14]([CH2:17][CH2:18][NH2:19])=[CH:13][CH:12]=1.O>C(O)(=O)C>[F:10][C:11]1[CH:16]=[CH:15][C:14]([CH2:17][CH2:18][N:19]=[C:4]([OH:5])/[C:3](/[Cl:9])=[C:2](/[Cl:1])\[C:7]([OH:6])=[O:8])=[CH:13][CH:12]=1. Run at temperature 20 celsius. The product is FC1=CC=C(C=C1)CCN=C(\C(=C(/C(=O)O)\Cl)\Cl)O (dichloromaleic acid N-[2-(4-fluorophenyl)-ethyl]-imide). The reactants are Cl/C/1=C(/C(=O)OC1=O)\Cl (dichloromaleic anhydride), FC1=CC=C(C=C1)CCN (2-(4-fluorophenyl)-ethylamine), O (water). The yield is 52.3%. Run in C(C)(=O)O (acetic acid).